From a dataset of the Open Reaction Database (ORD), a public repository of structured organic reaction records. describe an organic reaction: reactants, conditions, products, and yield Yields the product Cl, O=C1c2ccccc2C(=O)N1Cc1ccc(OCc2nc(C3CCCCN3)no2)cc1. Reactants: Cl, CC(C)(C)OC(=O)N1CCCCC1c1noc(COc2ccc(CN3C(=O)c4ccccc4C3=O)cc2)n1. Reaction SMILES: [ClH:39].[O:1]=[C:2]1[N:3]([CH2:12][c:13]2[cH:14][cH:15][c:16]([O:17][CH2:18][c:19]3[n:20][c:21]([CH:24]4[N:25]([C:30]([O:31][C:32]([CH3:33])([CH3:34])[CH3:35])=[O:36])[CH2:26][CH2:27][CH2:28][CH2:29]4)[n:22][o:23]3)[cH:37][cH:38]2)[C:4](=[O:11])[c:5]2[cH:6][cH:7][cH:8][cH:9][c:10]21>>[ClH:39].[O:1]=[C:2]1[N:3]([CH2:12][c:13]2[cH:14][cH:15][c:16]([O:17][CH2:18][c:19]3[n:20][c:21]([CH:24]4[NH:25][CH2:26][CH2:27][CH2:28][CH2:29]4)[n:22][o:23]3)[cH:37][cH:38]2)[C:4](=[O:11])[c:5]2[cH:6][cH:7][cH:8][cH:9][c:10]21. The reactants are ClC1=C(C=CC=C1Cl)N1CCNCC1 (1-(2,3-dichlorophenyl)piperazine), amine, Cl (hydrochloric acid), C([O-])([O-])=O.[K+].[K+] (potassium carbonate), ICCC (1-iodopropane). Run in C(C)#N (acetonitrile). The product is ClC1=C(C=CC=C1Cl)N1CCN(CC1)CCC (1-(2,3-DICHLOROPHENYL)-4-PROPYLPIPERAZINE). RXN SMILES: [Cl:1][C:2]1[C:7]([Cl:8])=[CH:6][CH:5]=[CH:4][C:3]=1[N:9]1[CH2:14][CH2:13][NH:12][CH2:11][CH2:10]1.C(=O)([O-])[O-].[K+].[K+].I[CH2:22][CH2:23][CH3:24].Cl>C(#N)C>[Cl:1][C:2]1[C:7]([Cl:8])=[CH:6][CH:5]=[CH:4][C:3]=1[N:9]1[CH2:14][CH2:13][N:12]([CH2:22][CH2:23][CH3:24])[CH2:11][CH2:10]1 |f:1.2.3|. Reported procedure: Preparation according to Example 1: 1-(2,3-dichlorophenyl)piperazine (1.0 g, 3.74 mmol), acetonitrile (40 ml), potassium carbonate (1.55 g, 11.2 mmol) and 1-iodopropane (0.293 ml, 3.74 mmol). Yield: 0.23 g (20%). The amine was converted to the hydrochloric acid salt and recrystallized from ethanol/diethyl ether: M.p. 220-221° C. MS m/z (relative intensity, 70 eV) 274 (M+, 15), 272 (M+, 22), 245 (63), 243 (bp), 174 (22), 172 (27). Reactants: CC(C)(C)[Si](OCC=CSC1=CC=C(C=C1)NC(C1=CC=C(C=C1)OC(F)(F)F)=O)(C)C (N-(4-(3-(((1,1-dimethylethyl)dimethylsilyl)oxy)-1-propenyl)thiophenyl)-4-(trifluoromethoxy)benzamide), CO.O (methanol water), OOS(=O)[O-].[K+] (oxone), C(=O)(O)[O-].[Na+] (NaHCO3). The solvent is O (water). Reaction conditions: temperature 0 celsius, time 1 hour. Product: OCC=CS(=O)(=O)C1=CC=C(C=C1)NC(C1=CC=C(C=C1)OC(F)(F)F)=O (N-(4-((3-hydroxy-1-propenyl)sulfonyl)phenyl)-4-(trifluoromethoxy)benzamide). Reaction SMILES: CC([Si](C)(C)OC[CH:8]=[CH:9][S:10][C:11]1[CH:16]=[CH:15][C:14]([NH:17][C:18](=[O:30])[C:19]2[CH:24]=[CH:23][C:22]([O:25][C:26]([F:29])([F:28])[F:27])=[CH:21][CH:20]=2)=[CH:13][CH:12]=1)(C)C.[CH3:33][OH:34].[OH2:35].[OH:36]OS([O-])=O.[K+].C([O-])(O)=O.[Na+]>O>[OH:34][CH2:33][CH:8]=[CH:9][S:10]([C:11]1[CH:16]=[CH:15][C:14]([NH:17][C:18](=[O:30])[C:19]2[CH:24]=[CH:23][C:22]([O:25][C:26]([F:29])([F:28])[F:27])=[CH:21][CH:20]=2)=[CH:13][CH:12]=1)(=[O:36])=[O:35] |f:1.2,3.4,5.6|. Procedure: A 0° C. suspension of Example 126C (1.34 g, 2.79 mmol) in a 2:1 mixture of methanol/ water (60 mL) was treated with oxone (4.28 g, 6.97 mmol) and NaHCO3 (0.58 g, 6.97 mmol), stirred at 0° C. for 1 hour, and then at room temperature for 18 hours. The suspension was diluted with water then extracted with ethyl acetate (3×30 mL). The combined extracts were washed with water, brine, dried, filtered, concentrated and purified on silica gel by flash column chromatography eluting with 1 to 2 hexanes/et... Reactants: C(C)(=O)C=1C=C(C(=O)OC)C=CC1O (methyl 3-acetyl-4-hydroxy-benzoate), COC1=C(C(=O)OC)C=C(C=C1)C (methyl 2-methoxy-5-methyl-benzoate), [H-].[Na+] (sodium hydride). Solvent: O1CCOCC1 (dioxane), O1CCOCC1 (dioxane), petroleum ether. Conditions: temperature 80 celsius, time 3 hour. Yields the product OC1=C(C(=O)CC(C2=C(C=CC(=C2)C)OC)=O)C=C(C=C1)C(=O)OC ((2-hydroxy-5-carbomethoxy-benzoyl)-(2-methoxy-5-methyl-benzoyl)-methane). Yield: 74.7%. RXN SMILES: [C:1]([C:4]1[CH:5]=[C:6]([CH:11]=[CH:12][C:13]=1[OH:14])[C:7]([O:9][CH3:10])=[O:8])(=[O:3])[CH3:2].[CH3:15][O:16][C:17]1[CH:26]=[CH:25][C:24]([CH3:27])=[CH:23][C:18]=1[C:19](OC)=[O:20].[H-].[Na+]>O1CCOCC1>[OH:14][C:13]1[CH:12]=[CH:11][C:6]([C:7]([O:9][CH3:10])=[O:8])=[CH:5][C:4]=1[C:1]([CH2:2][C:19](=[O:20])[C:18]1[CH:23]=[C:24]([CH3:27])[CH:25]=[CH:26][C:17]=1[O:16][CH3:15])=[O:3] |f:2.3|. Procedure: A solution of methyl 3-acetyl-4-hydroxy-benzoate (6 g) and methyl 2-methoxy-5-methyl-benzoate (12 g) in dioxane (40 ml) was slowly added under stirring at room temperature to a suspension of sodium hydride 50% (4.5 g) in dioxane (40 ml). The mixture was kept under stirring for 3 hours at 80° C., cooled, then diluted with petroleum ether (100 ml), and filtered. The collected precipitate was dissolved in water, acidified with acetic acid and extracted with ethyl-acetate. The organic phase was wash... Starting materials: N1=C(C=CC=C1)C=1SC=C(N1)C1=CC=C(C=C1)O (4-(2-Pyridin-2-yl-thiazol-4-yl)phenol), C1=CC(=CC=C1C(=O)CBr)O (α-bromo-4-hydroxyacetophenone), N1=C(C=CC=C1)C(=S)N (thiopicolinamide). Product: Br.N1=C(C=CC=C1)C=1SC=C(N1)C1=CC=C(C=C1)O (4-(2-Pyridin-2-yl-thiazol-4-yl)phenol hydrobromide). Reaction SMILES: [N:1]1[CH:6]=[CH:5][CH:4]=[CH:3][C:2]=1[C:7]1[S:8][CH:9]=[C:10]([C:12]2[CH:17]=[CH:16][C:15]([OH:18])=[CH:14][CH:13]=2)[N:11]=1.C1C(C(C[Br:28])=O)=CC=C(O)C=1.N1C=CC=CC=1C(N)=S>>[BrH:28].[N:1]1[CH:6]=[CH:5][CH:4]=[CH:3][C:2]=1[C:7]1[S:8][CH:9]=[C:10]([C:12]2[CH:17]=[CH:16][C:15]([OH:18])=[CH:14][CH:13]=2)[N:11]=1 |f:3.4|. Procedure details: 4-(2-Pyridin-2-yl-thiazol-4-yl)phenol hydrobromidewas preparedfrom α-bromo-4-hydroxyacetophenone and thiopicolinamide as described in Preparation 48; m.p. 261-262° C. Starting materials: C1(CC1)S(=O)(=O)C1=CC=C(C=C1)C(C(=O)NC1=CC=C(C=N1)C(=O)OC(C)(C)C)OC1=C(C=C(C=C1)F)F (tert-butyl 6-[[2-(4-cyclopropylsulfonylphenyl)-2-(2,4-difluorophenoxy)acetyl]amino]pyridine-3-carboxylate), C(=O)(C(F)(F)F)O (TFA). Run in C(Cl)Cl (DCM). Run at time 3 hour. Yields the product C1(CC1)S(=O)(=O)C1=CC=C(C=C1)C(C(=O)NC1=CC=C(C=N1)C(=O)O)OC1=C(C=C(C=C1)F)F (6-[[2-(4-cyclopropylsulfonylphenyl)-2-(2,4-difluorophenoxy)acetyl]amino]pyridine-3-carboxylic acid). Yield: 83.6%. As a reaction SMILES: [CH:1]1([S:4]([C:7]2[CH:12]=[CH:11][C:10]([CH:13]([O:30][C:31]3[CH:36]=[CH:35][C:34]([F:37])=[CH:33][C:32]=3[F:38])[C:14]([NH:16][C:17]3[N:22]=[CH:21][C:20]([C:23]([O:25]C(C)(C)C)=[O:24])=[CH:19][CH:18]=3)=[O:15])=[CH:9][CH:8]=2)(=[O:6])=[O:5])[CH2:3][CH2:2]1.C(O)(C(F)(F)F)=O>C(Cl)Cl>[CH:1]1([S:4]([C:7]2[CH:8]=[CH:9][C:10]([CH:13]([O:30][C:31]3[CH:36]=[CH:35][C:34]([F:37])=[CH:33][C:32]=3[F:38])[C:14]([NH:16][C:17]3[N:22]=[CH:21][C:20]([C:23]([OH:25])=[O:24])=[CH:19][CH:18]=3)=[O:15])=[CH:11][CH:12]=2)(=[O:6])=[O:5])[CH2:2][CH2:3]1. Reported procedure: To a solution of tert-butyl 6-[[2-(4-cyclopropylsulfonylphenyl)-2-(2,4-difluorophenoxy)acetyl]amino]pyridine-3-carboxylate (Example A7; 1.6 g, 2.94 mmole) in DCM (5 mL) was added TFA (7 mL) dropwise at 0° C. Reaction mixture was stirred at rt for 3 hr. TFA was removed invaccuo, residue was neutralised using sat.NaHCO3 solution, extracted with ethyl acetate (3×25 mL) washed with brine, dried over anhydrous sodium sulfate and concentrated. Crude solid was triturated in diisopropyl ether and filter... RXN SMILES: BrC1C=C(C=CC=1)/C=C/C(Cl)=O.C(N)(C)C.[Br:17][C:18]1[CH:19]=[C:20]([CH:29]=[CH:30][CH:31]=1)/[CH:21]=[CH:22]/[C:23]([NH:25][CH:26]([CH3:28])[CH3:27])=[O:24]>C1(C)C=CC=CC=1.CCOCC>[Br:17][C:18]1[CH:19]=[C:20]([CH:29]=[CH:30][CH:31]=1)[CH:21]=[CH:22][C:23]([NH:25][CH:26]([CH3:28])[CH3:27])=[O:24]. Starting materials: C(C)(C)N (isopropylamine), BrC=1C=C(/C=C/C(=O)Cl)C=CC1 (trans 3-bromocinnamoyl chloride), BrC=1C=C(/C=C/C(=O)NC(C)C)C=CC1 (trans 3-bromo-N-isopropylcinnamamide). Run at time 1 hour. Solvent: CCOCC (ether), C1(=CC=CC=C1)C (toluene). Product: BrC=1C=C(C=CC(=O)NC(C)C)C=CC1 (3-Bromo-N-isopropylcinnamamide). Procedure details: Trans m-bromocinnamic acid (11.4 g) in dry benzene (75 ml) was heated to reflux and then a mixture of thionyl chloride (12 g) in dry benzene (50 ml) was added at such a rate as to maintain constant reflux. The reaction mixture was heated at reflux for an additional 2 hr after the addition of thionyl chloride. The solvent and excess thionyl chloride were then removed under reduced pressure to give trans 3-bromocinnamoyl chloride (ca. 12.3 g). A solution of the 3-bromocinnamoyl chloride in toluene... The reactants are ketone, ketone, C(CN(CC(=O)O)CC(=O)[O-])N(CC(=O)O)CC(=O)[O-].[Na+].[Na+] (Na2EDTA), C1(=CC=CC=C1)\C=C\C1=CC=CC=C1 (trans-stilbene), OOS(=O)[O-].[K+] (Oxone), C([O-])(O)=O.[Na+] (sodium bicarbonate), OOS(=O)[O-].[K+] (Oxone), C([O-])(O)=O.[Na+] (sodium bicarbonate). Reagents/catalysts: S(=O)(=O)(O)[O-].C(CCC)[N+](CCCC)(CCCC)CCCC (tetrabutylammonium hydrogen sulfate). Solvent: O (water), C(C)#N (acetonitrile). Reaction conditions: temperature 0 celsius, time 5 minute. Yields the product C=1C=CC(=CC1)[C@@H]2[C@H](O2)C=3C=CC=CC3 (trans-stilbene oxide). Isolated yield 73.0%. As a reaction SMILES: C(N(CC([O-])=O)CC(O)=O)CN(CC([O-])=O)CC(O)=[O:6].[Na+].[Na+].[C:23]1(/[CH:29]=[CH:30]/[C:31]2[CH:36]=[CH:35][CH:34]=[CH:33][CH:32]=2)[CH:28]=[CH:27][CH:26]=[CH:25][CH:24]=1.OOS([O-])=O.[K+].C(=O)(O)[O-].[Na+]>S([O-])(O)(=O)=O.C([N+](CCCC)(CCCC)CCCC)CCC.C(#N)C.O>[CH:26]1[CH:25]=[CH:24][C:23]([C@H:29]2[O:6][C@@H:30]2[C:31]2[CH:32]=[CH:33][CH:34]=[CH:35][CH:36]=2)=[CH:28][CH:27]=1 |f:0.1.2,4.5,6.7,8.9|. Procedure: Aqueous Na2EDTA (1×10−4 M, 10 mL) and a catalytic amount of tetrabutylammonium hydrogen sulfate were added to a solution of trans-stilbene (0.18 g, 1 mmol) in acetonitrile (15 mL) with vigorous stirring at 0° C. A mixture of Oxone® (3.07 g, 5 mmol) and sodium bicarbonate (1.3 g, 15.5 mmol) was pulverized and a small portion of this mixture was added to the reaction mixture to bring the pH to >7. After 5 min, ketone 1 (0.77 g, 3 mmol) was added portionwise over a period of 1 h. Simultaneously, th... Reactants: C1(=CC=CC=C1)[C@@H]1N=C(N([C@@H]1C1=CC=CC=C1)C(=O)OC(C)(C)C)SC (cis-4,5-Diphenyl-2-methylthio-4,5-dihydro-imidazole-1-carboxylic acid, tert-butyl ester), FC1=C(CCN)C=CC=C1 (2-fluorophenethylamine). Run in CO (MeOH). Conditions: temperature 100 celsius. Yields the product C(C)(C)(C)OC(=O)N1C(=N[C@H]([C@H]1C1=CC=CC=C1)C1=CC=CC=C1)NCCC1=C(C=CC=C1)F (2-[2-(2-Fluorophenyl)ethylamino]-cis-4,5-diphenyl-4,5-dihydro-imidazole-1-carboxylic acid tert-butyl ester). Yield: 43.2%. Reaction SMILES: [C:1]1([C@H:7]2[C@@H:11]([C:12]3[CH:17]=[CH:16][CH:15]=[CH:14][CH:13]=3)[N:10]([C:18]([O:20][C:21]([CH3:24])([CH3:23])[CH3:22])=[O:19])[C:9](SC)=[N:8]2)[CH:6]=[CH:5][CH:4]=[CH:3][CH:2]=1.[F:27][C:28]1[CH:36]=[CH:35][CH:34]=[CH:33][C:29]=1[CH2:30][CH2:31][NH2:32]>CO>[C:21]([O:20][C:18]([N:10]1[C@H:11]([C:12]2[CH:17]=[CH:16][CH:15]=[CH:14][CH:13]=2)[C@H:7]([C:1]2[CH:6]=[CH:5][CH:4]=[CH:3][CH:2]=2)[N:8]=[C:9]1[NH:32][CH2:31][CH2:30][C:29]1[CH:33]=[CH:34][CH:35]=[CH:36][C:28]=1[F:27])=[O:19])([CH3:24])([CH3:23])[CH3:22]. Procedure: A mixture of intermediate 59 (0.5 g, 1.36 mmol), 2-fluorophenethylamine (0.531 mL, 4.07 mmol) and MeOH (0.1 mL) is heated at 100° C. for 3 days. The reaction mixture is cooled to RT, and is purified by chromatography on silica gel; gradient elution with heptane:EtOAc (70:30-60:40) gives 0.27 g of the product 91. 1H NMR (CDCl3) δ 7.40-6.85 (m, 13 H), 6.80-6.65 (m, 2 H), 5.45-5.25 (m, 2 H), 3.90-3.60 (m, 2 H), 1.15 (s, 9 H); MS: m/z 460 (M++1).